Dataset: the Open Reaction Database (ORD), a public repository of structured organic reaction records. Task: describe an organic reaction: reactants, conditions, products, and yield Starting materials: NC1=NC=C(C(=N1)N)I (2,4-Diamino-5-iodopyrimidine), COC=1C=C(C=C(C1OC)OC)C(C#C)O (1-(3,4,5-Trimethoxyphenyl)prop-2-yn-1-ol). The product is NC1=NC=C(C(=N1)N)C#CC(O)C1=CC(=C(C(=C1)OC)OC)OC (3-(2,4-Diaminopyrimidin-5-yl)-1-(3,4,5-trimethoxyphenyl)-prop-2-yn-1-ol). The yield is 77.8%. As a reaction SMILES: [NH2:1][C:2]1[N:7]=[C:6]([NH2:8])[C:5](I)=[CH:4][N:3]=1.[CH3:10][O:11][C:12]1[CH:13]=[C:14]([CH:22]([OH:25])[C:23]#[CH:24])[CH:15]=[C:16]([O:20][CH3:21])[C:17]=1[O:18][CH3:19]>>[NH2:1][C:2]1[N:7]=[C:6]([NH2:8])[C:5]([C:24]#[C:23][CH:22]([C:14]2[CH:15]=[C:16]([O:20][CH3:21])[C:17]([O:18][CH3:19])=[C:12]([O:11][CH3:10])[CH:13]=2)[OH:25])=[CH:4][N:3]=1. Procedure details: 2,4-Diamino-5-iodopyrimidine (236 mg) was allowed to react with 1-(3,4,5-Trimethoxyphenyl)prop-2-yn-1-ol (444 mg) as per the general procedure to afford 3-(2,4-Diaminopyrimidin-5-yl)-1-(3,4,5-trimethoxyphenyl)-prop-2-yn-1-ol as a yellow powder (257 mg, 78%): Rf=0.12 (9:1, CHCl3:MeOH); mp=203-205° C.; 1H NMR (DMSO-d6) δ 7.84 (s, 1H), 6.83 (s, 2H), 6.34 (s, 2H), 6.01 (d, J) 5.6 Hz, 1H), 5.50 (d, J) 5.4 Hz, 1H), 3.78 (s, 6H), 3.65 (s, 3H); 13C NMR (DMSO-d6) δ 163.8, 162.3, 158.2, 152.7, 138.3, 136.... Starting materials: FC(C(=O)O)(F)F (Trifluoroacetic acid), FC1=C(C=CC=C1F)[C@@H]1CC[C@H](C=2N(C1)C(=CN2)CC(F)(F)F)NC(OC(C)(C)C)=O (tert-butyl (6S,9R)-6-(2,3-difluorophenyl)-3-(2,2,2-trifluoroethyl)-6,7,8,9-tetrahydro-5H-imidazo[1,2-a]azepin-9-ylcarbamate), C([O-])(O)=O.[Na+] (sodium bicarbonate). The solvent is ClCCl (dichloromethane). Reaction conditions: time 1 hour. The product is FC1=C(C=CC=C1F)[C@@H]1CC[C@H](C=2N(C1)C(=CN2)CC(F)(F)F)N ((6S,9R)-6-(2,3-Difluorophenyl)-3-(2,2,2-trifluoroethyl)-6,7,8,9-tetrahydro-5H-imidazo[1,2-a]azepin-9-amine). As a reaction SMILES: FC(F)(F)C(O)=O.[F:8][C:9]1[C:14]([F:15])=[CH:13][CH:12]=[CH:11][C:10]=1[C@H:16]1[CH2:22][N:21]2[C:23]([CH2:26][C:27]([F:30])([F:29])[F:28])=[CH:24][N:25]=[C:20]2[C@H:19]([NH:31]C(=O)OC(C)(C)C)[CH2:18][CH2:17]1.C(=O)(O)[O-].[Na+]>ClCCl>[F:8][C:9]1[C:14]([F:15])=[CH:13][CH:12]=[CH:11][C:10]=1[C@H:16]1[CH2:22][N:21]2[C:23]([CH2:26][C:27]([F:30])([F:28])[F:29])=[CH:24][N:25]=[C:20]2[C@H:19]([NH2:31])[CH2:18][CH2:17]1 |f:2.3|. Procedure: Trifluoroacetic acid (2 mL) was added to a solution of tert-butyl (6S,9R)-6-(2,3-difluorophenyl)-3-(2,2,2-trifluoroethyl)-6,7,8,9-tetrahydro-5H-imidazo[1,2-a]azepin-9-ylcarbamate (50 mg, 0.112 mmol) in dichloromethane (2 mL). After 1 h, saturated sodium bicarbonate was added. The mixture was extracted with dichloromethane (3×), and the combined organic extracts were washed with saturated brine, dried over sodium sulfate, filtered and concentrated. MS 346.1 (M+1). Yields the product CC(C)(C(=O)O)C1c2ccccc2Oc2cc(-c3ccc(C(=O)N4CCOCC4)cc3)ncc21. As a reaction SMILES: [CH3:1][CH:2]([S-:3])[CH3:4].[CH3:6][C:7]([C:8](=[O:9])[O:10][CH3:11])([CH3:12])[CH:13]1[c:14]2[cH:15][cH:16][cH:17][cH:18][c:19]2[O:20][c:21]2[c:22]1[cH:23][n:24][c:25](-[c:27]1[cH:28][cH:29][c:30]([C:33](=[O:34])[N:35]3[CH2:36][CH2:37][O:38][CH2:39][CH2:40]3)[cH:31][cH:32]1)[cH:26]2.[Na+:5].[O:41]=[CH:42][N:43]([CH3:44])[CH3:45]>>[CH3:6][C:7]([C:8](=[O:9])[OH:10])([CH3:12])[CH:13]1[c:14]2[cH:15][cH:16][cH:17][cH:18][c:19]2[O:20][c:21]2[c:22]1[cH:23][n:24][c:25](-[c:27]1[cH:28][cH:29][c:30]([C:33](=[O:34])[N:35]3[CH2:36][CH2:37][O:38][CH2:39][CH2:40]3)[cH:31][cH:32]1)[cH:26]2. Starting materials: CC(C)[S-], COC(=O)C(C)(C)C1c2ccccc2Oc2cc(-c3ccc(C(=O)N4CCOCC4)cc3)ncc21, [Na+], CN(C)C=O. Reactants: C(=O)(C(F)(F)F)O (TFA), N1=CC=CC2=CC(=CC=C12)C1(CC1)C1=CN=C2N1N=C(C=N2)C2=CC=C(C(=O)O)C=C2 (4-[7-(1-quinolin-6-ylcyclopropyl)imidazo[1,2-b][1,2,4]triazin-2-yl]benzoic acid). The product is N1=CC=CC2=CC(=CC=C12)C1(CC1)C1=CN=C2N1N=C(C=N2)C2=CC=C(C(=O)NC1CCOCC1)C=C2 (4-(7-(1-(Quinolin-6-yl)cyclopropyl)imidazo[1,2-b][1,2,4]triazin-2-yl)-N-(tetrahydro-2H-pyran-4-yl)benzamide). As a reaction SMILES: [C:1]([OH:7])([C:3](F)(F)F)=O.[N:8]1[C:17]2[C:12](=[CH:13][C:14]([C:18]3([C:21]4[N:25]5[N:26]=[C:27]([C:30]6[CH:38]=[CH:37][C:33]([C:34](O)=[O:35])=[CH:32][CH:31]=6)[CH:28]=[N:29][C:24]5=[N:23][CH:22]=4)[CH2:20][CH2:19]3)=[CH:15][CH:16]=2)[CH:11]=[CH:10][CH:9]=1>>[N:8]1[C:17]2[C:12](=[CH:13][C:14]([C:18]3([C:21]4[N:25]5[N:26]=[C:27]([C:30]6[CH:38]=[CH:37][C:33]([C:34]([NH:8][CH:9]7[CH2:3][CH2:1][O:7][CH2:11][CH2:10]7)=[O:35])=[CH:32][CH:31]=6)[CH:28]=[N:29][C:24]5=[N:23][CH:22]=4)[CH2:20][CH2:19]3)=[CH:15][CH:16]=2)[CH:11]=[CH:10][CH:9]=1. Procedure: This compound was prepared as a TFA salt starting from 4-[7-(1-quinolin-6-ylcyclopropyl)imidazo[1,2-b][1,2,4]triazin-2-yl]benzoic acid using procedures analogous to those for Example 105. LCMS: (M+H)=491.1.